The task is: describe an organic reaction: reactants, conditions, products, and yield. This data is from the Open Reaction Database (ORD), a public repository of structured organic reaction records. RXN SMILES: [CH3:1][O:2][C:3]([c:4]1[c:5]([O:16][CH3:17])[cH:6][cH:7][c:8]([N:10]2[CH2:11][CH2:12][O:13][CH2:14][CH2:15]2)[cH:9]1)=[O:18].[CH3:22][OH:23].[Na+:21].[OH-:20].[OH2:19]>>[O:2]=[C:3]([c:4]1[c:5]([O:16][CH3:17])[cH:6][cH:7][c:8]([N:10]2[CH2:11][CH2:12][O:13][CH2:14][CH2:15]2)[cH:9]1)[OH:18]. Reactants: COC(=O)c1cc(N2CCOCC2)ccc1OC, CO, [Na+], [OH-], O. Yields the product COc1ccc(N2CCOCC2)cc1C(=O)O. Starting materials: [Br-], C1CCOC1, CON(C)C(=O)c1cn(Cc2cccc(Br)n2)c2ccccc2c1=O, Cc1cc([Mg+])ccc1Cl. Yields the product Cc1cc(C(=O)c2cn(Cc3cccc(Br)n3)c3ccccc3c2=O)ccc1Cl. Reaction SMILES: [Br-:26].[CH2:36]1[O:37][CH2:38][CH2:39][CH2:40]1.[CH3:1][O:2][N:3]([C:4](=[O:5])[c:6]1[cH:7][n:8]([CH2:17][c:18]2[n:19][c:20]([Br:24])[cH:21][cH:22][cH:23]2)[c:9]2[cH:10][cH:11][cH:12][cH:13][c:14]2[c:15]1=[O:16])[CH3:25].[Cl:27][c:28]1[c:29]([CH3:35])[cH:30][c:31]([Mg+:34])[cH:32][cH:33]1>>[C:4](=[O:5])([c:6]1[cH:7][n:8]([CH2:17][c:18]2[n:19][c:20]([Br:24])[cH:21][cH:22][cH:23]2)[c:9]2[cH:10][cH:11][cH:12][cH:13][c:14]2[c:15]1=[O:16])[c:31]1[cH:30][c:29]([CH3:35])[c:28]([Cl:27])[cH:33][cH:32]1. Starting materials: [N+](=O)([O-])C1=CC=CC=2C(C3=CC=CC=C3C(C12)=O)=O (1-nitroanthraquinone), N (ammonia). Product: NC1=CC=CC=2C(C3=CC=CC=C3C(C12)=O)=O (1-aminoanthraquinone). RXN SMILES: [N+:1]([C:4]1[C:17]2[C:16](=[O:18])[C:15]3[C:10](=[CH:11][CH:12]=[CH:13][CH:14]=3)[C:9](=[O:19])[C:8]=2[CH:7]=[CH:6][CH:5]=1)([O-])=O.N>>[NH2:1][C:4]1[C:17]2[C:16](=[O:18])[C:15]3[C:10](=[CH:11][CH:12]=[CH:13][CH:14]=3)[C:9](=[O:19])[C:8]=2[CH:7]=[CH:6][CH:5]=1. Reported procedure: Crude 1-nitroanthraquinone (composition of organic substances: anthraquinone, 0.5 wt.%; 1-nitroanthraquinone, 82 wt.%; 2-nitroanthraquinone, 5 wt.%; 1,5-dinitroanthraquinone, 0.5 wt.%; other dinitroanthraquinones and others, 12 wt.%) was reacted with ammonia, and the reaction mass obtained was filtered to obtain crude 1-aminoanthraquinone wet cake. Starting materials: COC(=O)CBr, [Li]CCCC, C1CCOC1, Cc1ccc2cc(C)[nH]c2c1, CCCCCC, CCOC(C)=O, Cl. Yields the product COC(=O)Cc1c(C)[nH]c2cc(C)ccc12. Reaction SMILES: [Br:17][CH2:18][C:19](=[O:20])[O:21][CH3:22].[CH2:12]([Li:13])[CH2:14][CH2:15][CH3:16].[CH2:24]1[O:25][CH2:26][CH2:27][CH2:28]1.[CH3:1][c:2]1[nH:3][c:4]2[cH:5][c:6]([CH3:11])[cH:7][cH:8][c:9]2[cH:10]1.[CH3:29][CH2:30][CH2:31][CH2:32][CH2:33][CH3:34].[CH3:35][CH2:36][O:37][C:38]([CH3:39])=[O:40].[ClH:23]>>[CH3:1][c:2]1[nH:3][c:4]2[cH:5][c:6]([CH3:11])[cH:7][cH:8][c:9]2[c:10]1[CH2:18][C:19](=[O:20])[O:21][CH3:22]. Starting materials: O1CCCC1 (tetrahydrofuran), BrCBr (Dibromomethane), O1CCCC1 (tetrahydrofuran), [Si](C)(C)(C(C)(C)C)OC1C(=C(C(C1)=O)CC=C)C ((RS)-4-tert-butyldimethylsilyloxy-3-methyl-2-(2-propenyl)cyclopent-2-ene-1-one), C([O-])(O)=O.[Na+] (sodium bicarbonate). Reagents/catalysts: [Ti](Cl)(Cl)(Cl)Cl (titanium tetrachloride), [Zn] (zinc). The solvent is CCCCC (pentane), ClCCl (dichloromethane), O (water), ClCCl (dichloromethane). Reaction conditions: time 2 hour. The product is desired product, CC=1C(CC(C1CC=C)=C)O[Si](C)(C)C(C)(C)C ((RS)-2-methyl-4-methylidene-3-(2-propenyl)-1-tert-butyldimethylsilyloxycyclopent-2-ene). Isolated yield 88.4%. As a reaction SMILES: BrCBr.O1CCC[CH2:5]1.[Si:9]([O:16][CH:17]1[CH2:21][C:20](=O)[C:19]([CH2:23][CH:24]=[CH2:25])=[C:18]1[CH3:26])([C:12]([CH3:15])([CH3:14])[CH3:13])([CH3:11])[CH3:10].C(=O)(O)[O-].[Na+]>ClCCl.CCCCC.[Zn].[Ti](Cl)(Cl)(Cl)Cl.O>[CH3:26][C:18]1[CH:17]([O:16][Si:9]([C:12]([CH3:15])([CH3:14])[CH3:13])([CH3:11])[CH3:10])[CH2:21][C:20](=[CH2:5])[C:19]=1[CH2:23][CH:24]=[CH2:25] |f:3.4|. Procedure details: 2 Dibromomethane (6.13 g) and zinc dust (6.92 g) were added to dry tetrahydrofuran (100 ml), and the resulting mixture was cooled to 0°~5° C. A dichloromethane solution (25.9 ml) of 1M titanium tetrachloride was added to the tetrahydrofuran solution in about 10 min, and the resulting mixture was allowed to react for 4 days at 0°~5° C. Then a solution of (RS)-4-tert-butyldimethylsilyloxy-3-methyl-2-(2-propenyl)cyclopent-2-ene-1-one (6.27 g) in dichloromethane (30 ml) was added at 0°5° C. in about...